From a dataset of the Open Reaction Database (ORD), a public repository of structured organic reaction records. describe an organic reaction: reactants, conditions, products, and yield Starting materials: F[C@@H]1[C@@H](O[C@@H]([C@H]1O)CO)N1C=2N=C(NC(C2N=C1)=O)NC(C(C)C)=O (9-(2-deoxy-2-fluoro-β-D-arabinofuranosyl)-N2 -isobutyrylguanine), N#N.C(C(C)C)(=O)[C@@]1(C[C@H](O)[C@@H](COC(C2=CC=C(C=C2)OC)(C2=CC=C(C=C2)OC)C2=CC=CC=C2)O1)N1C=NC=2C(=O)NC(N)=NC12 (N2 isobutyryl-5'-O-(4,4'-dimethoxytrityl)-2'-deoxyguanosine). The product is COC1=CC=C(C(C2=CC=C(C=C2)OC)(C2=CC=CC=C2)OC[C@@H]2[C@H]([C@@H]([C@@H](O2)N2C=3N=C(NC(C3N=C2)=O)NC(C(C)C)=O)F)O)C=C1 (9-[2-Deoxy-5-O-(4,4'-dimethoxytrityl)-2-fluoro-β-D-arabinofuranosyl]-N2 -isobutyrylguanine). Reaction SMILES: [F:1][C@H:2]1[C@H:6]([OH:7])[C@@H:5]([CH2:8][OH:9])[O:4][C@H:3]1[N:10]1[CH:18]=[N:17][C:16]2[C:15](=[O:19])[NH:14][C:13]([NH:20][C:21](=[O:25])[CH:22]([CH3:24])[CH3:23])=[N:12][C:11]1=2.N#N.C([C@@]1(N2C3N=C(N)NC(=O)C=3N=C2)O[C@H](CO[C:40]([C:57]2[CH:62]=[CH:61][CH:60]=[CH:59][CH:58]=2)([C:49]2[CH:54]=[CH:53][C:52]([O:55][CH3:56])=[CH:51][CH:50]=2)[C:41]2[CH:46]=[CH:45][C:44]([O:47][CH3:48])=[CH:43][CH:42]=2)[C@@H](O)C1)(=O)C(C)C>>[CH3:56][O:55][C:52]1[CH:51]=[CH:50][C:49]([C:40]([O:9][CH2:8][C@H:5]2[O:4][C@@H:3]([N:10]3[CH:18]=[N:17][C:16]4[C:15](=[O:19])[NH:14][C:13]([NH:20][C:21](=[O:25])[CH:22]([CH3:23])[CH3:24])=[N:12][C:11]3=4)[C@@H:2]([F:1])[C@@H:6]2[OH:7])([C:57]2[CH:58]=[CH:59][CH:60]=[CH:61][CH:62]=2)[C:41]2[CH:46]=[CH:45][C:44]([O:47][CH3:48])=[CH:43][CH:42]=2)=[CH:54][CH:53]=1 |f:1.2|. Procedure details: This compound is prepared from 9-(2-deoxy-2-fluoro-β-D-arabinofuranosyl)-N2 -isobutyrylguanine by the same procedure used for the preparation of N2 -isobutyryl-5'-O-(4,4'-dimethoxytrityl)-2'-deoxyguanosine.